Dataset: the Open Reaction Database (ORD), a public repository of structured organic reaction records. Task: describe an organic reaction: reactants, conditions, products, and yield The reactants are COCC1(CCOC2=CC=CC=C12)C (4-methoxymethyl-4-methyl-chroman), BrBr (bromine), C(=O)([O-])[O-].[Na+].[Na+] (Na2CO3). Yield: 95.0%. Reaction conditions: temperature 0 celsius, time 0.6 hour. Reaction SMILES: [CH3:1][O:2][CH2:3][C:4]1([CH3:14])[C:13]2[C:8](=[CH:9][CH:10]=[CH:11][CH:12]=2)[O:7][CH2:6][CH2:5]1.[C:15]([O-:18])([O-])=[O:16].[Na+].[Na+].BrBr>[Fe].C(Cl)Cl>[CH3:1][O:2][CH2:3][C:4]1([CH3:14])[C:13]2[C:8](=[CH:9][CH:10]=[C:11]([C:3]#[C:4][C:13]3[CH:8]=[CH:9][C:10]([C:15]([OH:18])=[O:16])=[CH:11][CH:12]=3)[CH:12]=2)[O:7][CH2:6][CH2:5]1 |f:1.2.3|. Reported procedure: 2.00 g (10.4 mmol) of 4-methoxymethyl-4-methyl-chroman was dissolved in 25 ml of abs. CH2Cl2 and treated with a catalytic amount of Fe-powder and Na2CO3. After cooling to 0° C., 1.21 m of bromine (1.1 eq.) was added and the mixture kept for 0.6 h at this temperature. Pouring onto crushed ice, extraction with diethylether, washing the organic phase with water, drying it over magnesium sulfate, filtration and evaporation of the solvents, and ensuing flash chromatography over SiO2 (hexane/ethylacet... Reagents/catalysts: [Fe] (Fe). Product: COCC1(CCOC2=CC=C(C=C12)C#CC1=CC=C(C(=O)O)C=C1)C (4-(4-methoxymethyl-4-methyl-chroman-6-ylethynyl)-benzoic acid). Run in C(Cl)Cl (CH2Cl2). Starting materials: C(C)(=O)OCCOC1=NN(C(=C1C1=CC=C(C=C1)C)N(S(=O)(=O)C1=CC=C(C=C1)C(C)(C)C)S(=O)(=O)C1=CC=C(C=C1)C(C)(C)C)CCO[Si](C)(C)C(C)(C)C (2-{[5-(bis{[4-(tert-butyl)phenyl]sulfonyl}amino}-1-{2-{[tert-butyl(dimethyl)silyl]oxy}ethyl}-4-{4-methylphenyl}-1H-pyrazol-3-yl]oxy}ethyl acetate), [OH-].[Na+] (sodium hydroxide). Run in C(C)O (ethanol). Run at time 8 hour. The product is C(C)(C)(C)C1=CC=C(C=C1)S(=O)(=O)NC1=C(C(=NN1CCO[Si](C)(C)C(C)(C)C)OCCO)C1=CC=C(C=C1)C (4-(tert-butyl)-N-[1-(2-{[tert-butyl(dimethyl)silyl]oxy}ethyl)-3-(2-hydroxyethoxy)-4-(4-methylphenyl)-1H-pyrazol-5-yl]benzenesulfonamide). Yield: 49.2%. As a reaction SMILES: C([O:4][CH2:5][CH2:6][O:7][C:8]1[C:12]([C:13]2[CH:18]=[CH:17][C:16]([CH3:19])=[CH:15][CH:14]=2)=[C:11]([N:20](S(C2C=CC(C(C)(C)C)=CC=2)(=O)=O)[S:21]([C:24]2[CH:29]=[CH:28][C:27]([C:30]([CH3:33])([CH3:32])[CH3:31])=[CH:26][CH:25]=2)(=[O:23])=[O:22])[N:10]([CH2:47][CH2:48][O:49][Si:50]([C:53]([CH3:56])([CH3:55])[CH3:54])([CH3:52])[CH3:51])[N:9]=1)(=O)C.[OH-].[Na+]>C(O)C>[C:30]([C:27]1[CH:26]=[CH:25][C:24]([S:21]([NH:20][C:11]2[N:10]([CH2:47][CH2:48][O:49][Si:50]([C:53]([CH3:56])([CH3:55])[CH3:54])([CH3:52])[CH3:51])[N:9]=[C:8]([O:7][CH2:6][CH2:5][OH:4])[C:12]=2[C:13]2[CH:14]=[CH:15][C:16]([CH3:19])=[CH:17][CH:18]=2)(=[O:22])=[O:23])=[CH:29][CH:28]=1)([CH3:31])([CH3:32])[CH3:33] |f:1.2|. Reported procedure: A mixture of 2-{[5-(bis{[4-(tert-butyl)phenyl]sulfonyl}amino}-1-{2-{[tert-butyl(dimethyl)silyl]oxy}ethyl}-4-{4-methylphenyl}-1H-pyrazol-3-yl]oxy}ethyl acetate (300 mg) (Preparation 29) and 1.0M sodium hydroxide solution (2 ml) in ethanol (20 ml) was stirred at room temperature overnight. The reaction mixture was evaporated in vacuo and the residue was then diluted with 1.0M citric acid (50 ml) and extracted with ethyl acetate (2×50 ml). The combined organic extracts were dried over magnesium sul... Reactants: CCS(=O)(=O)CCOc1cc(C)c(-c2cccc(CN(c3ccc(CCC(=O)OC(C)(C)C)c(F)c3)S(=O)(=O)c3ccccc3[N+](=O)[O-])c2)c(C)c1, CN(C)C=O, CCOC(C)=O, [Li+], [OH-], O, O=C(O)CS. The product is CCS(=O)(=O)CCOc1cc(C)c(-c2cccc(CNc3ccc(CCC(=O)OC(C)(C)C)c(F)c3)c2)c(C)c1. RXN SMILES: [CH2:1]([CH3:2])[S:3](=[O:4])(=[O:5])[CH2:6][CH2:7][O:8][c:9]1[cH:10][c:11]([CH3:52])[c:12](-[c:16]2[cH:17][c:18]([CH2:22][N:23]([c:24]3[cH:25][c:26]([F:39])[c:27]([CH2:30][CH2:31][C:32](=[O:33])[O:34][C:35]([CH3:36])([CH3:37])[CH3:38])[cH:28][cH:29]3)[S:40]([c:41]3[cH:42][cH:43][cH:44][cH:45][c:46]3[N+:47]([O-:48])=[O:49])(=[O:50])=[O:51])[cH:19][cH:20][cH:21]2)[c:13]([CH3:15])[cH:14]1.[CH3:61][N:62]([CH3:63])[CH:64]=[O:65].[CH3:66][CH2:67][O:68][C:69](=[O:70])[CH3:71].[Li+:60].[OH-:59].[OH2:58].[SH:53][CH2:54][C:55]([OH:56])=[O:57]>>[CH2:1]([CH3:2])[S:3](=[O:4])(=[O:5])[CH2:6][CH2:7][O:8][c:9]1[cH:10][c:11]([CH3:52])[c:12](-[c:16]2[cH:17][c:18]([CH2:22][NH:23][c:24]3[cH:25][c:26]([F:39])[c:27]([CH2:30][CH2:31][C:32](=[O:33])[O:34][C:35]([CH3:36])([CH3:37])[CH3:38])[cH:28][cH:29]3)[cH:19][cH:20][cH:21]2)[c:13]([CH3:15])[cH:14]1. The reactants are [BH4-], O=C1CCC2(CC1)OCCO2, CCO, [Na+], C1COCCO1, O=C(O)CC(O)(CC(=O)O)C(=O)O. Yields the product OC1CCC2(CC1)OCCO2. RXN SMILES: [BH4-:12].[CH2:1]1[CH2:2][O:3][C:4]2([CH2:5][CH2:6][C:7](=[O:10])[CH2:8][CH2:9]2)[O:11]1.[CH3:33][CH2:34][OH:35].[Na+:13].[O:27]1[CH2:28][CH2:29][O:30][CH2:31][CH2:32]1.[OH:14][C:15]([CH2:16][C:17]([C:18](=[O:19])[OH:20])([CH2:21][C:22](=[O:23])[OH:24])[OH:25])=[O:26]>>[CH2:1]1[CH2:2][O:3][C:4]2([CH2:5][CH2:6][CH:7]([OH:10])[CH2:8][CH2:9]2)[O:11]1. Starting materials: O=C1OCCC1Br, O=C([O-])O, O=S(=O)(Cl)c1cc(F)c(F)cc1F, [Na+], [Na+], [Na+], O, O=S([O-])[O-]. RXN SMILES: [Br:25][CH:26]1[C:27](=[O:31])[O:28][CH2:29][CH2:30]1.[C:7](=[O:8])([OH:9])[O-:10].[F:12][c:13]1[c:14]([S:21](=[O:22])(=[O:23])[Cl:24])[cH:15][c:16]([F:20])[c:17]([F:19])[cH:18]1.[Na+:11].[Na+:5].[Na+:6].[OH2:32].[S:1]([O-:2])([O-:3])=[O:4]>>[F:12][c:13]1[c:14]([S:21](=[O:22])(=[O:23])[CH:26]2[C:27](=[O:31])[O:28][CH2:29][CH2:30]2)[cH:15][c:16]([F:20])[c:17]([F:19])[cH:18]1. Yields the product O=C1OCCC1S(=O)(=O)c1cc(F)c(F)cc1F. Reactants: O=C([O-])O, CC(=O)[O-], CO, CCOC(=O)C(F)C(=O)CF, [NH4+], [Na+]. Product: CCOC(=O)C(F)=C(N)CF. Reaction SMILES: [C:17](=[O:18])([OH:19])[O-:20].[CH3:13][C:14](=[O:15])[O-:16].[CH3:22][OH:23].[F:1][CH:2]([C:3](=[O:4])[O:5][CH2:6][CH3:7])[C:8]([CH2:9][F:10])=[O:11].[NH4+:12].[Na+:21]>>[F:1][C:2]([C:3](=[O:4])[O:5][CH2:6][CH3:7])=[C:8]([CH2:9][F:10])[NH2:12]. Reactants: C7, NCOC(=O)C=C1NC2=C(C(=NC1)C1=C(C=CC=C1)Cl)C=C(C=C2)Cl (2-[(amino)methoxycarbonylmethylene]-7-chloro-5-(2-chlorophenyl)-1,3-dihydro-2H-1,4-benzodiazepine), O1CC1COC1=CC=CC=C1 (1,2-epoxy-3-phenoxypropane), C4, [OH-].[NH4+] (ammonium hydroxide), solution, C(=O)(Cl)Cl (phosgene), [K+].[Br-] (KBr). Run in C(Cl)Cl (methylene chloride), C1=CC=CC=C1 (benzene). Run at time 2 hour. Product: COC(=O)C=1NC(N2C1CN=C(C1=C2C=CC(=C1)Cl)C1=C(C=CC=C1)Cl)=O (8-Chloro-6-(2-chlorophenyl)-1,2-dihydro-1-oxo-4H-imidazo[1,5-a] [1,4]benzodiazepine-3-carboxylic acid methyl ester). RXN SMILES: N[CH2:2][O:3][C:4]([CH:6]=[C:7]1[CH2:13][N:12]=[C:11]([C:14]2C=[CH:18][CH:17]=[CH:16][C:15]=2Cl)[C:10]2[CH:21]=[C:22]([Cl:25])[CH:23]=[CH:24][C:9]=2[NH:8]1)=[O:5].O1C(C[O:30][C:31]2C=CC=CC=2)C1.[C:37]([Cl:40])(Cl)=O.[OH-].[NH4+:42].[K+].[Br-]>C(Cl)Cl.C1C=CC=CC=1>[CH3:2][O:3][C:4]([C:6]1[NH:42][C:31](=[O:30])[N:8]2[C:9]3[CH:24]=[CH:23][C:22]([Cl:25])=[CH:21][C:10]=3[C:11]([C:14]3[CH:15]=[CH:16][CH:17]=[CH:18][C:37]=3[Cl:40])=[N:12][CH2:13][C:7]=12)=[O:5] |f:3.4,5.6|. Reported procedure: A stirred solution of 15 g (0.04 mole) of 2-[(amino)methoxycarbonylmethylene]-7-chloro-5-(2-chlorophenyl)-1,3-dihydro-2H-1,4-benzodiazepine and 12 g (0.08 mole) of 1,2-epoxy-3-phenoxypropane in 150 ml of methylene chloride was cooled in an ice-salt bath and treated with 47 g (0.06 mole) of a 12.5% solution of phosgene in benzene at a moderate rate. Stirring in the cold under a drying tube was continued for 2 hours. A cold solution of 3N ammonium hydroxide (50 ml) was added and stirring was conti... Reactants: CCCCOC(=O)C=Cc1ccc2nc(C3(NC(=O)c4ccc5c(C6CCCC6)c(-c6ncc(Br)cn6)n(C)c5c4)CCC3)n(C)c2c1, C1CCOC1, CO, CC(=O)O, [Na+], [Na], [OH-]. The product is Cn1c(C2(NC(=O)c3ccc4c(C5CCCC5)c(-c5ncc(Br)cn5)n(C)c4c3)CCC2)nc2ccc(C=CC(=O)O)cc21. RXN SMILES: [Br:1][c:2]1[cH:3][n:4][c:5](-[c:8]2[n:9]([CH3:48])[c:10]3[cH:11][c:12]([C:22](=[O:23])[NH:24][C:25]4([c:29]5[n:30][c:31]6[c:32]([n:33]5[CH3:34])[cH:35][c:36]([CH:39]=[CH:40][C:41](=[O:42])[O:43][CH2:44][CH2:45][CH2:46][CH3:47])[cH:37][cH:38]6)[CH2:26][CH2:27][CH2:28]4)[cH:13][cH:14][c:15]3[c:16]2[CH:17]2[CH2:18][CH2:19][CH2:20][CH2:21]2)[n:6][cH:7]1.[CH2:49]1[O:50][CH2:51][CH2:52][CH2:53]1.[CH3:54][OH:55].[CH3:59][C:60](=[O:61])[OH:62].[Na+:57].[Na:58].[OH-:56]>>[Br:1][c:2]1[cH:3][n:4][c:5](-[c:8]2[n:9]([CH3:48])[c:10]3[cH:11][c:12]([C:22](=[O:23])[NH:24][C:25]4([c:29]5[n:30][c:31]6[c:32]([n:33]5[CH3:34])[cH:35][c:36]([CH:39]=[CH:40][C:41](=[O:42])[OH:43])[cH:37][cH:38]6)[CH2:26][CH2:27][CH2:28]4)[cH:13][cH:14][c:15]3[c:16]2[CH:17]2[CH2:18][CH2:19][CH2:20][CH2:21]2)[n:6][cH:7]1. The reactants are COc1cccc(N)c1, COc1ccc2c(c1)CCn1c-2cc(Cl)nc1=O. Product: COc1cccc(Nc2cc3n(c(=O)n2)CCc2cc(OC)ccc2-3)c1. As a reaction SMILES: [CH3:19][O:20][c:21]1[cH:22][c:23]([NH2:24])[cH:25][cH:26][cH:27]1.[Cl:1][c:2]1[n:3][c:4](=[O:18])[n:5]2[c:6]([cH:17]1)-[c:7]1[cH:8][cH:9][c:10]([O:15][CH3:16])[cH:11][c:12]1[CH2:13][CH2:14]2>>[c:2]1([NH:24][c:23]2[cH:22][c:21]([O:20][CH3:19])[cH:27][cH:26][cH:25]2)[n:3][c:4](=[O:18])[n:5]2[c:6]([cH:17]1)-[c:7]1[cH:8][cH:9][c:10]([O:15][CH3:16])[cH:11][c:12]1[CH2:13][CH2:14]2.